This data is from the Open Reaction Database (ORD), a public repository of structured organic reaction records. The task is: describe an organic reaction: reactants, conditions, products, and yield RXN SMILES: [C:1](#[N:2])[NH:3][C:4]([S:5][CH3:6])=[N:7][CH2:8][CH2:9][S:10][CH2:11][c:12]1[n:13][cH:14][cH:15][cH:16][cH:17]1.[CH2:18]([C:19]#[CH:20])[NH2:21].[CH3:22][OH:23]>>[C:1](#[N:2])[NH:3][C:4](=[N:7][CH2:8][CH2:9][S:10][CH2:11][c:12]1[n:13][cH:14][cH:15][cH:16][cH:17]1)[NH:21][CH2:18][C:19]#[CH:20]. The reactants are CSC(=NCCSCc1ccccn1)NC#N, C#CCN, CO. The product is C#CCNC(=NCCSCc1ccccn1)NC#N. Reactants: CC(C)(C)[Si](C)(C)OCCBr, C#CCNC(=O)OC(C)(C)C, CN1CCCC1=O, [H-], [Na+]. The product is C#CCN(CCO[Si](C)(C)C(C)(C)C)C(=O)OC(C)(C)C. RXN SMILES: [Br:14][CH2:15][CH2:16][O:17][Si:18]([CH3:19])([CH3:20])[C:21]([CH3:22])([CH3:23])[CH3:24].[CH2:1]([C:2]#[CH:3])[NH:4][C:5]([O:6][C:7]([CH3:8])([CH3:9])[CH3:10])=[O:11].[CH3:25][N:26]1[CH2:27][CH2:28][CH2:29][C:30]1=[O:31].[H-:12].[Na+:13]>>[CH2:1]([C:2]#[CH:3])[N:4]([C:5]([O:6][C:7]([CH3:8])([CH3:9])[CH3:10])=[O:11])[CH2:15][CH2:16][O:17][Si:18]([CH3:19])([CH3:20])[C:21]([CH3:22])([CH3:23])[CH3:24]. The reactants are ClC1=CC=NC2=CC(=CC=C12)Cl (4,7-dichloroquinoline), NC1CN(CCC1)C (3-amino-1-methyl-piperidine). The solvent is C(C)#N (acetonitrile). Product: ClC1=CC=C2C(=CC=NC2=C1)NC1CN(CCC1)C ((RS)-(7-Chloro-quinolin-4-yl)-(1-methyl-piperidin-3-yl)-amine). As a reaction SMILES: Cl[C:2]1[C:11]2[C:6](=[CH:7][C:8]([Cl:12])=[CH:9][CH:10]=2)[N:5]=[CH:4][CH:3]=1.[NH2:13][CH:14]1[CH2:19][CH2:18][CH2:17][N:16]([CH3:20])[CH2:15]1>C(#N)C>[Cl:12][C:8]1[CH:7]=[C:6]2[C:11]([C:2]([NH:13][CH:14]3[CH2:19][CH2:18][CH2:17][N:16]([CH3:20])[CH2:15]3)=[CH:3][CH:4]=[N:5]2)=[CH:10][CH:9]=1. Procedure: 4 g from 11.29 g of 4,7-dichloroquinoline and 6.5 g of 3-amino-1-methyl-piperidine; colourless crystals from acetonitrile, m.p.: 149°-150° C. Starting materials: [Li]CCCC (BuLi), C(N(C)C)(N(C)C)=N ((Me2N)2C═NH). Run in C1(=CC=CC=C1)C (toluene), C1(=CC=CC=C1)C (toluene). Run at temperature 23 celsius, time 30 minute. The product is C(N(C)C)(N(C)C)=N[Li] ((Me2N)2C═NLi). Isolated yield 100.0%. Reaction SMILES: [Li:1]CCCC.[C:6](=[NH:13])([N:10]([CH3:12])[CH3:11])[N:7]([CH3:9])[CH3:8]>C1(C)C=CC=CC=1>[C:6](=[N:13][Li:1])([N:10]([CH3:12])[CH3:11])[N:7]([CH3:9])[CH3:8]. Procedure: BuLi (1.6 M in hexane, 6.25 mL, 10 mmol) was added to a toluene solution (˜15 mL) of (Me2N)2C═NH (1.151 g, 10 mmol) at −78° C. The solution was warmed to 23° C. in 10 minutes and was further stirred for 30 minutes to give a toluene solution of (Me2N)2C═NLi (10 mmol). Reactants: CCCCCC (n-hexane), C(C)(=O)OCC (ethyl acetate), C(=O)C1=CC=C(C=C1)C(C(=O)OCC)C (ethyl 2-(4-formylphenyl)propionate), C1(=CC=CC=C1)P(C1=CC=CC=C1)C1=CC=CC=C1 (triphenylphosphine), C(Cl)(Cl)(Cl)Cl (carbon tetrachloride), CCCCCC (n-hexane). Reaction conditions: temperature 50 celsius, time 4.5 hour. Product: ClC(=CC1=CC=C(C=C1)C(C(=O)OCC)C)Cl (ethyl 2-[4-(2,2-dichlorovinyl)phenyl]propionate). Reaction SMILES: [CH:1]([C:3]1[CH:8]=[CH:7][C:6]([CH:9]([CH3:15])[C:10]([O:12][CH2:13][CH3:14])=[O:11])=[CH:5][CH:4]=1)=O.C1(P(C2C=CC=CC=2)C2C=CC=CC=2)C=CC=CC=1.CCCCCC.C(OCC)(=O)C.[C:47](Cl)(Cl)([Cl:49])[Cl:48]>>[Cl:48][C:47]([Cl:49])=[CH:1][C:3]1[CH:8]=[CH:7][C:6]([CH:9]([CH3:15])[C:10]([O:12][CH2:13][CH3:14])=[O:11])=[CH:5][CH:4]=1. Procedure details: In 260 ml of carbon tetrachloride were dissolved 60 g of ethyl 2-(4-formylphenyl)propionate and 122 g of triphenylphosphine, followed by stirring in a stream of nitrogen gas at 50° C. for 4.5 hours. After cooling, the mixture was poured into 1 l of cold n-hexane and filtered. The filtrate was concentrated under reduced pressure to give an oily substance, which was subjected to silica gel column chromatography (eluent: n-hexane--ethyl acetate=40:1) to obtain 29 g of ethyl 2-[4-(2,2-dichlorovinyl)... The reactants are C(C)(C)(C)OC(=O)N1C2(CC2)CN(CC1)C=1N=C(C2=CC=CC=C2C1)C=1C(NC(C1C1=CNC2=C(C=CC=C12)C)=O)=O (7-{1-[4-(7-methyl-1H-indol-3-yl)-2,5-dioxo-2,5-dihydro-1H-pyrrol-3-yl]-isoquinolin-3-yl}-4,7-diaza-spiro[2.5]octane-4-carboxylic acid tert-butyl ester), solution, C=O (formaldehyde). The solvent is CO (MeOH). Reaction conditions: temperature 85 celsius, time 4 hour. Product: C(C)(C)(C)OC(=O)N1C2(CC2)CN(CC1)C=1N=C(C2=CC=CC=C2C1)C=1C(N(C(C1C1=CNC2=C(C=CC=C12)C)=O)CO)=O (7-{1-[1-Hydroxymethyl-4-(7-methyl-1H-indol-3-yl)-2,5-dioxo-2,5-dihydro-1H-pyrrol-3-yl]-isoquinolin-3-yl}-4,7-diaza-spiro[2.5]octane-4-carboxylic acid tert-butyl ester). RXN SMILES: [C:1]([O:5][C:6]([N:8]1[CH2:15][CH2:14][N:13]([C:16]2[N:17]=[C:18]([C:26]3[C:27](=[O:42])[NH:28][C:29](=[O:41])[C:30]=3[C:31]3[C:39]4[C:34](=[C:35]([CH3:40])[CH:36]=[CH:37][CH:38]=4)[NH:33][CH:32]=3)[C:19]3[C:24]([CH:25]=2)=[CH:23][CH:22]=[CH:21][CH:20]=3)[CH2:12][C:9]21[CH2:11][CH2:10]2)=[O:7])([CH3:4])([CH3:3])[CH3:2].[CH2:43]=[O:44]>CO>[C:1]([O:5][C:6]([N:8]1[CH2:15][CH2:14][N:13]([C:16]2[N:17]=[C:18]([C:26]3[C:27](=[O:42])[N:28]([CH2:43][OH:44])[C:29](=[O:41])[C:30]=3[C:31]3[C:39]4[C:34](=[C:35]([CH3:40])[CH:36]=[CH:37][CH:38]=4)[NH:33][CH:32]=3)[C:19]3[C:24]([CH:25]=2)=[CH:23][CH:22]=[CH:21][CH:20]=3)[CH2:12][C:9]21[CH2:11][CH2:10]2)=[O:7])([CH3:4])([CH3:2])[CH3:3]. Procedure details: To a solution of 7-{1-[4-(7-methyl-1H-indol-3-yl)-2,5-dioxo-2,5-dihydro-1H-pyrrol-3-yl]-isoquinolin-3-yl}-4,7-diaza-spiro[2.5]octane-4-carboxylic acid tert-butyl ester (3.00 g, 5.32 mmol) in MeOH (25 mL) was added an aqueous 37% solution of formaldehyde (9.5 g, 8.72 mL, 117 mmol) under argon at r.t. The reaction mixture was heated to 85° C. and stirred for 4 h. The reaction mixture was cooled to r.t. under continuous stirring and filtered. The solids were washed with ice-water and dried at high ... Starting materials: CCCCc1nc2c(N)nc3ccccc3c2n1CCCCCl, CO, CCOC(C)=O, Cl, [Na], C1COCCO1, CN(C)C=O, O=S(O)c1ccccc1. Yields the product CCCCc1nc2c(N)nc3ccccc3c2n1CCCCS(=O)(=O)c1ccccc1. RXN SMILES: [CH2:1]([CH2:2][CH2:3][CH3:4])[c:5]1[n:6]([CH2:19][CH2:20][CH2:21][CH2:22][Cl:23])[c:7]2[c:8]([c:9]([NH2:17])[n:10][c:11]3[cH:12][cH:13][cH:14][cH:15][c:16]23)[n:18]1.[CH3:41][OH:42].[CH3:43][CH2:44][O:45][C:46](=[O:47])[CH3:48].[ClH:34].[Na:24].[O:35]1[CH2:36][CH2:37][O:38][CH2:39][CH2:40]1.[O:49]=[CH:50][N:51]([CH3:52])[CH3:53].[c:25]1([S:31](=[O:32])[OH:33])[cH:26][cH:27][cH:28][cH:29][cH:30]1>>[CH2:1]([CH2:2][CH2:3][CH3:4])[c:5]1[n:6]([CH2:19][CH2:20][CH2:21][CH2:22][S:31]([c:25]2[cH:26][cH:27][cH:28][cH:29][cH:30]2)(=[O:32])=[O:33])[c:7]2[c:8]([c:9]([NH2:17])[n:10][c:11]3[cH:12][cH:13][cH:14][cH:15][c:16]23)[n:18]1.